Dataset: the Open Reaction Database (ORD), a public repository of structured organic reaction records. Task: describe an organic reaction: reactants, conditions, products, and yield The reactants are CNC(CCNC)N=C=NCC (1,3-dimethylaminopropyl-3-ethyl carbodiimide), [N+](=O)([O-])C=1C=C(C(=O)O)C=CC1 (meta-nitrobenzoic acid), N1CCCC1 (pyrrolidine), OC1=CC=CC=2NN=NC21 (hydroxybenzotriazole), C(C)(C)NC(C)C (diisopropylamine). The solvent is ClCCl (dichloromethane). Reaction conditions: time 15 hour. Yields the product [N+](=O)([O-])C=1C=C(C(=O)N2CCCC2)C=CC1 (1-(3-nitrobenzoyl)pyrrolidine). RXN SMILES: [N+:1]([C:4]1[CH:5]=[C:6]([CH:10]=[CH:11][CH:12]=1)[C:7]([OH:9])=O)([O-:3])=[O:2].[NH:13]1[CH2:17][CH2:16][CH2:15][CH2:14]1.OC1C2N=NNC=2C=CC=1.CNC(N=C=NCC)CCNC.C(NC(C)C)(C)C>ClCCl>[N+:1]([C:4]1[CH:5]=[C:6]([CH:10]=[CH:11][CH:12]=1)[C:7]([N:13]1[CH2:17][CH2:16][CH2:15][CH2:14]1)=[O:9])([O-:3])=[O:2]. Procedure details: To a solution of 1.98 g of meta-nitrobenzoic acid in 50 mL of dichloromethane are successively added under argon, at 0° C., 0.81 mL of pyrrolidine, 0.13 g of hydroxybenzotriazole, 2.3 g of 1,3-dimethylaminopropyl-3-ethyl carbodiimide and 3.43 mL of diisopropylamine. The reaction mixture is then stirred at room temperature for 15 hours and then washed with water. The organic phase is then washed with saturated sodium chloride solution, dried over magnesium sulphate, filtered and concentrated unde... Reactants: C=1N=C(C2=C(N1)N(C=N2)[C@H]3[C@@H]([C@@H]([C@H](O3)COP(=O)(O)OP(=O)(O)OC[C@@H]4[C@H]([C@H]([C@@H](O4)N5C=CCC(=C5)C(=O)N)O)O)O)OP(=O)(O)O)N (NADPH), P(=O)(O)(O)OC[C@H]([C@H]([C@@H]([C@H](C=O)O)O)O)O (glucose 6-phosphate), P(=O)(O)(O)OC[C@H]([C@H]([C@@H]([C@H](C=O)O)O)O)O (glucose 6-phosphate), [Cl-].[Mg+2].[Cl-] (magnesium chloride), C[C@]12CCC(=O)C=C1CC[C@@H]3[C@@H]2C(=O)C[C@]4([C@H]3CC[C@@]4(C(=O)CO)O)C (cortisone), C[C@]12CC[C@](C[C@H]1C3=CC(=O)[C@@H]4[C@]5(CC[C@@H](C([C@@H]5CC[C@]4([C@@]3(CC2)C)C)(C)C)OC(=O)CCC(=O)O)C)(C)C(=O)O (carbenoxolone). Solvent: OCC(O)CO (glycerol), CS(=O)C.CO (dimethyl sulfoxide methanol). Conditions: time 3 hour. The product is C[C@]12CCC(=O)C=C1CC[C@@H]3[C@@H]2[C@H](C[C@]4([C@H]3CC[C@@]4(C(=O)CO)O)C)O (cortisol). RXN SMILES: C1N=C(N)C2N=CN([C@@H]3O[C@H](COP(OP(OC[C@H]4O[C@@H](N5C=C(C(N)=O)CC=C5)[C@H](O)[C@@H]4O)(O)=O)(O)=O)[C@@H](O)[C@H]3OP(O)(O)=O)C=2N=1.P(OC[C@@H](O)[C@@H](O)[C@H](O)[C@@H](O)C=O)(O)(O)=O.[Cl-].[Mg+2].[Cl-].[CH3:68][C@@:69]12[C@H:79]3[C:80]([CH2:82][C@:83]4([CH3:93])[C@@:87]([OH:92])([C:88]([CH2:90][OH:91])=[O:89])[CH2:86][CH2:85][C@H:84]4[C@@H:78]3[CH2:77][CH2:76][C:75]1=[CH:74][C:72](=[O:73])[CH2:71][CH2:70]2)=[O:81].C[C@@]12CC[C@]3(C)C(=CC([C@H]4[C@@]3(C)CC[C@@H]3[C@]4(C)CC[C@H](OC(CCC(O)=O)=O)C3(C)C)=O)[C@@H]1C[C@](C(O)=O)(C)CC2>CS(C)=O.CO.OCC(CO)O>[CH3:68][C@@:69]12[C@H:79]3[C@@H:80]([OH:81])[CH2:82][C@:83]4([CH3:93])[C@@:87]([OH:92])([C:88]([CH2:90][OH:91])=[O:89])[CH2:86][CH2:85][C@H:84]4[C@@H:78]3[CH2:77][CH2:76][C:75]1=[CH:74][C:72](=[O:73])[CH2:71][CH2:70]2 |f:2.3.4,7.8|. Reported procedure: A reaction was performed on a 384-well plate (Greiner Bio One) using a reaction volume of 24 μL, and all the samples were diluted with an assay buffer (50 mM tris buffer, pH 7.4, 10% glycerol). 0.8 mM NADPH, 6 mM glucose 6-phosphate, 0.35 units/mL glucose 6-phosphate dehydrogenase (Sigma Chemical), and 3 mM magnesium chloride and a microsome fraction as an enzyme source were added to the plate, and a solution containing a test compound dissolved in a dimethyl sulfoxide/methanol solution was adde... Reactants: CC(CC(C)(O)C=1C=NC=CC1)C[N+](=O)[O-] (4-methyl-5-nitro-2-pyridin-3-yl-pentan-2-ol), Pt—C(S). Yield: 84.4%. Procedure: Stir a mixture of 4-methyl-5-nitro-2-pyridin-3-yl-pentan-2-ol (860 mg, 3.84 mmol) and Pt—C(S) (200 mg) in EtOH (25 mL) at room temperature under hydrogen atmosphere (7 atm) for 24 h. Filter through a pad of Celite® and evaporate to obtain 630 mg (84%) of the title compound. Solvent: CCO (EtOH). Yields the product NCC(CC(C)(O)C=1C=NC=CC1)C (5-Amino-4-methyl-2-pyridin-3-yl-pentan-2-ol). Reaction SMILES: [CH3:1][CH:2]([CH2:13][N+:14]([O-])=O)[CH2:3][C:4]([C:7]1[CH:8]=[N:9][CH:10]=[CH:11][CH:12]=1)([OH:6])[CH3:5]>CCO>[NH2:14][CH2:13][CH:2]([CH3:1])[CH2:3][C:4]([C:7]1[CH:8]=[N:9][CH:10]=[CH:11][CH:12]=1)([OH:6])[CH3:5]. Reactants: CCCCC1CCN(CCCO)CC1, C1CCOC1, CCc1c(Cl)cc2[nH]c(=O)oc2c1Cl, CCOC(=O)N=NC(=O)OCC, c1ccc(P(c2ccccc2)c2ccccc2)cc1. Product: CCCCC1CCN(CCCn2c(=O)oc3c(Cl)c(CC)c(Cl)cc32)CC1. As a reaction SMILES: [CH2:15]([CH2:16][CH2:17][CH3:18])[CH:19]1[CH2:20][CH2:21][N:22]([CH2:25][CH2:26][CH2:27][OH:28])[CH2:23][CH2:24]1.[CH2:60]1[O:61][CH2:62][CH2:63][CH2:64]1.[Cl:1][c:2]1[c:3]([CH2:13][CH3:14])[c:4]([Cl:12])[c:5]2[c:6]([nH:7][c:8](=[O:10])[o:9]2)[cH:11]1.[O:29]=[C:30]([O:31][CH2:32][CH3:33])[N:34]=[N:35][C:36]([O:37][CH2:38][CH3:39])=[O:40].[c:41]1([P:42]([c:43]2[cH:44][cH:45][cH:46][cH:47][cH:48]2)[c:49]2[cH:50][cH:51][cH:52][cH:53][cH:54]2)[cH:55][cH:56][cH:57][cH:58][cH:59]1>>[Cl:1][c:2]1[c:3]([CH2:13][CH3:14])[c:4]([Cl:12])[c:5]2[c:6]([n:7]([CH2:27][CH2:26][CH2:25][N:22]3[CH2:21][CH2:20][CH:19]([CH2:15][CH2:16][CH2:17][CH3:18])[CH2:24][CH2:23]3)[c:8](=[O:10])[o:9]2)[cH:11]1.